This data is from the Open Reaction Database (ORD), a public repository of structured organic reaction records. The task is: describe an organic reaction: reactants, conditions, products, and yield The reactants are COC1=NS(=O)(=O)N=C1NCCSCc1nc[nH]c1C, CO, [Na+], [OH-]. The product is Cc1[nH]cnc1CSCCNC1=NS(=O)(=O)N=C1O. As a reaction SMILES: [CH3:1][c:2]1[c:3]([CH2:7][S:8][CH2:9][CH2:10][NH:11][C:12]2=[N:13][S:14](=[O:19])(=[O:20])[N:15]=[C:16]2[O:17][CH3:18])[n:4][cH:5][nH:6]1.[CH3:23][OH:24].[Na+:22].[OH-:21]>>[CH3:1][c:2]1[c:3]([CH2:7][S:8][CH2:9][CH2:10][NH:11][C:12]2=[N:13][S:14](=[O:19])(=[O:20])[N:15]=[C:16]2[OH:17])[n:4][cH:5][nH:6]1. Starting materials: O=C(Cl)C(=O)Cl, CS(C)=O, CCN(C(C)C)C(C)C, O=C(NCc1ccc(S(=O)(=O)N2CCC(O)C2)s1)c1ccc(Cl)cc1, ClCCl. As a reaction SMILES: [C:1]([Cl:2])(=[O:3])[C:4]([Cl:5])=[O:6].[CH3:7][S:8]([CH3:9])=[O:10].[CH:36]([N:37]([CH2:38][CH3:39])[CH:40]([CH3:41])[CH3:42])([CH3:43])[CH3:44].[Cl:11][c:12]1[cH:13][cH:14][c:15]([C:16](=[O:17])[NH:18][CH2:19][c:20]2[s:21][c:22]([S:25](=[O:26])(=[O:27])[N:28]3[CH2:29][CH:30]([OH:33])[CH2:31][CH2:32]3)[cH:23][cH:24]2)[cH:34][cH:35]1.[Cl:45][CH2:46][Cl:47]>>[Cl:11][c:12]1[cH:13][cH:14][c:15]([C:16](=[O:17])[NH:18][CH2:19][c:20]2[s:21][c:22]([S:25](=[O:26])(=[O:27])[N:28]3[CH2:29][C:30](=[O:33])[CH2:31][CH2:32]3)[cH:23][cH:24]2)[cH:34][cH:35]1. The product is O=C1CCN(S(=O)(=O)c2ccc(CNC(=O)c3ccc(Cl)cc3)s2)C1. Starting materials: CC1(SC2=CC=C(C=C2C(C1)(C)C)Br)C (2,2,4,4-tetramethyl-6-bromothiochroman), C(C)(C)(C)[Li] (tert-butyl lithium), O (water), C(=O)=O (dry ice). Run in CCOCC (ether), CCCCC (pentane), CCOCC (ether). Conditions: temperature -78 celsius, time 2 hour. The product is CC1(SC2=CC=C(C=C2C(C1)(C)C)C(=O)O)C (2,2,4,4-Tetramethyl-6-carboxythiochroman). Reaction SMILES: [CH3:1][C:2]1([CH3:15])[CH2:11][C:10]([CH3:13])([CH3:12])[C:9]2[C:4](=[CH:5][CH:6]=[C:7](Br)[CH:8]=2)[S:3]1.C([Li])(C)(C)C.[C:21](=[O:23])=[O:22].O>CCOCC.CCCCC>[CH3:1][C:2]1([CH3:15])[CH2:11][C:10]([CH3:13])([CH3:12])[C:9]2[C:4](=[CH:5][CH:6]=[C:7]([C:21]([OH:23])=[O:22])[CH:8]=2)[S:3]1. Reported procedure: To a stirred solution of 240 mg (0.84 minol) of 2,2,4,4-tetramethyl-6-bromothiochroman in 1 ml of dry ether at -78° C. was added, dropwise under nitrogen, 1 ml of 1.7M (1.7 mmol) tert-butyl lithium in pentane. The reaction mixture was stirred at -78° C. for a further 2 h and then treated quickly with an excess of dry ice. The reaction mixture was warmed to room temperature and treated with 1 ml of water and 1 ml of ether. The aqueous layer was separated and the organic layer was extracted with 4... The reactants are C(C)(C)(C)OC(N(CCC)CCO)=O ((2-hydroxy-ethyl)-propyl-carbamic acid tert-butyl ester), [H-].[Na+] (NaH), ClC1=NC=C(C(=N1)OC)[N+](=O)[O-] (2-chloro-4-methoxy-5-nitropyrimidine), O (water). Run in C1CCOC1 (THF), C1CCOC1 (THF). Reaction conditions: time 16 hour. The product is C(C)(C)(C)OC(N(CCC)CCOC1=NC=C(C(=N1)OC)[N+](=O)[O-])=O ([2-(4-Methoxy-5-nitro-pyrimidin-2-yloxy)-ethyl]-propyl-carbamic acid tert-butyl ester). Reaction SMILES: [C:1]([O:5][C:6](=[O:14])[N:7]([CH2:11][CH2:12][OH:13])[CH2:8][CH2:9][CH3:10])([CH3:4])([CH3:3])[CH3:2].[H-].[Na+].Cl[C:18]1[N:23]=[C:22]([O:24][CH3:25])[C:21]([N+:26]([O-:28])=[O:27])=[CH:20][N:19]=1.O>C1COCC1>[C:1]([O:5][C:6](=[O:14])[N:7]([CH2:11][CH2:12][O:13][C:18]1[N:23]=[C:22]([O:24][CH3:25])[C:21]([N+:26]([O-:28])=[O:27])=[CH:20][N:19]=1)[CH2:8][CH2:9][CH3:10])([CH3:2])([CH3:3])[CH3:4] |f:1.2|. Procedure details: To a solution of (2-hydroxy-ethyl)-propyl-carbamic acid tert-butyl ester (1.07 g, 5.28 mmol) in THF (40 ml) at 0° C. was added NaH (0.25 g, 5.80 mmol). After stirring the suspension at 0° C. for 30 minutes a solution of 2-chloro-4-methoxy-5-nitropyrimidine (1 g, 5.28 mmol) in THF (10 ml) was added and the mixture was stirred at room temperature for 16 h. The mixture was added to water, which was extracted three times with dichloromethane. The combined organic layers were dried over MgSO4, filter...